From a dataset of the Open Reaction Database (ORD), a public repository of structured organic reaction records. describe an organic reaction: reactants, conditions, products, and yield Reagents/catalysts: [Pd] (Pd/C). The product is C(C)C12C(N(C(CN1)(CC2)C2=CC=CC=C2)CC(=O)O)=O ((4-Ethyl-3-oxo-1-phenyl-2,5-diazabicyclo[2.2.2]oct-2-yl)acetic acid). Solvent: CO (MeOH). The reactants are C(C)C12C(N(C(CN1)(CC2)C2=CC=CC=C2)CC(=O)OCC2=CC=CC=C2)=O (benzyl (4-ethyl-3-oxo-1-phenyl-2,5-diazabicyclo[2.2.2]oct-2-yl)acetate), [H][H] (hydrogen). RXN SMILES: [CH2:1]([C:3]12[CH2:10][CH2:9][C:6]([C:11]3[CH:16]=[CH:15][CH:14]=[CH:13][CH:12]=3)([CH2:7][NH:8]1)[N:5]([CH2:17][C:18]([O:20]CC1C=CC=CC=1)=[O:19])[C:4]2=[O:28])[CH3:2].[H][H]>CO.[Pd]>[CH2:1]([C:3]12[CH2:10][CH2:9][C:6]([C:11]3[CH:12]=[CH:13][CH:14]=[CH:15][CH:16]=3)([CH2:7][NH:8]1)[N:5]([CH2:17][C:18]([OH:20])=[O:19])[C:4]2=[O:28])[CH3:2]. Procedure details: A mixture of benzyl (4-ethyl-3-oxo-1-phenyl-2,5-diazabicyclo[2.2.2]oct-2-yl)acetate from Step A (127 mg, 0.336 mmol) and 10% Pd/C (20 mg) in MeOH (5 mL) was stirred under a balloon of hydrogen. The reaction mixture was filtered and concentrated in vacuo to give the title compound. MS: m/z=289 (M+1). Starting materials: CC(C)(C)OC(=O)N1CCC1COc1cncc(Br)c1, C#CCCCCO, COCCOC, [Cu]I, [K+], [K+], O=C([O-])[O-], O, c1ccc(P(c2ccccc2)c2ccccc2)cc1. Product: CC(C)(C)OC(=O)N1CCC1COc1cncc(C#CCCCCO)c1. As a reaction SMILES: [Br:1][c:2]1[cH:3][c:4]([O:8][CH2:9][CH:10]2[N:11]([C:14](=[O:15])[O:16][C:17]([CH3:18])([CH3:19])[CH3:20])[CH2:12][CH2:13]2)[cH:5][n:6][cH:7]1.[CH2:46]([CH2:47][CH2:48][CH2:49][C:50]#[CH:51])[OH:52].[CH3:53][O:54][CH2:55][CH2:56][O:57][CH3:58].[Cu:60][I:61].[K+:21].[K+:22].[O-:23][C:24]([O-:25])=[O:26].[OH2:59].[c:27]1([P:28]([c:29]2[cH:30][cH:31][cH:32][cH:33][cH:34]2)[c:35]2[cH:36][cH:37][cH:38][cH:39][cH:40]2)[cH:41][cH:42][cH:43][cH:44][cH:45]1>>[c:2]1([C:51]#[C:50][CH2:49][CH2:48][CH2:47][CH2:46][OH:52])[cH:3][c:4]([O:8][CH2:9][CH:10]2[N:11]([C:14](=[O:15])[O:16][C:17]([CH3:18])([CH3:19])[CH3:20])[CH2:12][CH2:13]2)[cH:5][n:6][cH:7]1. The reactants are C1(=CC=CC=C1)S(=O)(=O)N1CC(CC1)NC(OC(C)(C)C)=O ([1-(phenylsulfonyl)-3-pyrrolidinyl]-carbamic acid, 1,1-dimethylethyl Ester), O (water), [H-].[Na+] (sodium hydride), CI (methyl iodide). Run in O1CCCC1 (tetrahydrofuran), O1CCCC1 (tetrahydrofuran). Conditions: time 8 hour. The product is CN(C(OC(C)(C)C)=O)C1CN(CC1)S(=O)(=O)C1=CC=CC=C1 (methyl[1-(phenylsulfonyl)-3-pyrrolidinyl]-carbamic Acid, 1,1-dimethylethyl Ester). RXN SMILES: [H-].[Na+].[C:3]1([S:9]([N:12]2[CH2:16][CH2:15][CH:14]([NH:17][C:18](=[O:24])[O:19][C:20]([CH3:23])([CH3:22])[CH3:21])[CH2:13]2)(=[O:11])=[O:10])[CH:8]=[CH:7][CH:6]=[CH:5][CH:4]=1.[CH3:25]I.O>O1CCCC1>[CH3:25][N:17]([CH:14]1[CH2:15][CH2:16][N:12]([S:9]([C:3]2[CH:4]=[CH:5][CH:6]=[CH:7][CH:8]=2)(=[O:10])=[O:11])[CH2:13]1)[C:18](=[O:24])[O:19][C:20]([CH3:21])([CH3:23])[CH3:22] |f:0.1|. Procedure details: To a suspension of sodium hydride (60% dispersion in mineral oil) (49 mg) in tetrahydrofuran (10 ml) was added the product from part (a) (400 mg) as a solution in tetrahydrofuran (5 ml). After 30 minutes methyl iodide (90 ul) was added and the reaction stirred overnight. The mixture was poured into water and the organics extracted into ether. The ether extractions were combined, washed with brine, dried (MgSO4) and concentrated in vacuo to give crude product. Purification by column chromatograph... The reactants are C(#N)C=1C=C(C=CC1)OCCCN1CCC(CC1)NC(=O)C1=CC2=CN=C3C=CC=C(S1)N32 (N-[1-[3-(3-cyanophenyloxy)propan-1-yl]piperidin-4-yl]-5-thia-1,8b-diazaacenaphthylene-4-carboxamide), Cl (hydrochloric acid). Solvent: C(C)O (ethanol). Run at time 15 minute. The product is Cl.Cl.C(#N)C=1C=C(C=CC1)OCCCN1CCC(CC1)NC(=O)C1=CC2=CN=C3C=CC=C(S1)N32 (N-[1-[3-(3-cyanophenyloxy)propan-1-yl]piperidin-4-yl]-5-thia-1,8b-diazaacenaphthylene-4-carboxamide dihydrochloride). RXN SMILES: [C:1]([C:3]1[CH:4]=[C:5]([O:9][CH2:10][CH2:11][CH2:12][N:13]2[CH2:18][CH2:17][CH:16]([NH:19][C:20]([C:22]3[S:32][C:31]4[N:33]5[C:24](=[CH:25][N:26]=[C:27]5[CH:28]=[CH:29][CH:30]=4)[CH:23]=3)=[O:21])[CH2:15][CH2:14]2)[CH:6]=[CH:7][CH:8]=1)#[N:2].[ClH:34]>C(O)C>[ClH:34].[ClH:34].[C:1]([C:3]1[CH:4]=[C:5]([O:9][CH2:10][CH2:11][CH2:12][N:13]2[CH2:18][CH2:17][CH:16]([NH:19][C:20]([C:22]3[S:32][C:31]4[N:33]5[C:24](=[CH:25][N:26]=[C:27]5[CH:28]=[CH:29][CH:30]=4)[CH:23]=3)=[O:21])[CH2:15][CH2:14]2)[CH:6]=[CH:7][CH:8]=1)#[N:2] |f:3.4.5|. Reported procedure: To an ethanol solution (8.0 ml) of N-[1-[3-(3-cyanophenyloxy)propan-1-yl]piperidin-4-yl]-5-thia-1,8b-diazaacenaphthylene-4-carboxamide (565 mg) was added conc. hydrochloric acid. The mixture was stirred for 15 minutes at room temperature. The resulting crystals were collected by filtration and washed with ethanol (4622 mg, 70%), m.p.169-172° C. Reactants: Cl (hydrochloric acid), C1(=CC=CC=C1)C1=CC=C(C=C1)/C=C/C1=NC=CC(=C1)C(=O)O ((E)-2-(2-(4-phenylphenyl)ethenyl)pyridine-4-carboxylic acid), CN(C=O)C (dimethylformamide), C(=O)(N1C=NC=C1)N1C=NC=C1 (carbonyldiimidazole), C(CCCC)S(=O)(=O)N (pentanesulfonamide), N12CCCCCC2=NCCC1 (1,8-diazabicyclo[5.4.0]undec-7-ene). Reaction conditions: time 1.5 hour. The product is C(CCCC)S(=O)(=O)NC(=O)CC1=CC(=NC=C1)\C=C\C1=CC=C(C=C1)C1=CC=CC=C1 ((E)-N-(n-pentanesulfonyl)-2-(2-(4-phenylphenyl)ethenyl)pyridine-4-carboxyamide). RXN SMILES: [C:1]1([C:7]2[CH:12]=[CH:11][C:10](/[CH:13]=[CH:14]/[C:15]3[CH:20]=[C:19]([C:21](O)=O)[CH:18]=[CH:17][N:16]=3)=[CH:9][CH:8]=2)[CH:6]=[CH:5][CH:4]=[CH:3][CH:2]=1.C(N1C=CN=C1)(N1C=CN=C1)=O.[CH2:36]([S:41](N)(=[O:43])=[O:42])[CH2:37][CH2:38][CH2:39][CH3:40].N12CCCN=C1CCCCC2.Cl.C[N:58](C)[CH:59]=[O:60]>>[CH2:36]([S:41]([NH:58][C:59]([CH2:21][C:19]1[CH:18]=[CH:17][N:16]=[C:15](/[CH:14]=[CH:13]/[C:10]2[CH:11]=[CH:12][C:7]([C:1]3[CH:6]=[CH:5][CH:4]=[CH:3][CH:2]=3)=[CH:8][CH:9]=2)[CH:20]=1)=[O:60])(=[O:43])=[O:42])[CH2:37][CH2:38][CH2:39][CH3:40]. Procedure: (E)-2-(2-(4-phenylphenyl)ethenyl)pyridine-4-carboxylic acid (277 mg) was dissolved in 2.8 ml of dried dimethylformamide, and 194 mg of carbonyldiimidazole was added thereto. The mixture was stirred at room temperature for 1.5 hours and then stirred at 100° C. for 30 minutes. After being cooled to room temperature, the mixture was mixed with 209 mg of pentanesulfonamide and 210 mg of 1,8-diazabicyclo[5.4.0]undec-7-ene and stirred at 100° C. for 48 hours. The reaction mixture was cooled with ice, ... Reactants: C(C)(C)(C)OC(N[C@H]1C[C@]2([C@H](CN(C2)C#N)C1)C(=O)N1CC=2C=C(C=NC2CC1)C(F)(F)F)=O (tert-Butyl((3aR,5R,6aR)-2-cyano-3a-(3-(trifluoromethyl)-5,6,7,8-tetrahydro-1,6-naphthyridine-6-carbonyl)octahydrocyclopenta[c]pyrrol-5-yl)carbamate), C(=O)(C(F)(F)F)O (TFA). The solvent is C(Cl)Cl (DCM). The product is FC(C(=O)O)(F)F.N[C@H]1C[C@]2([C@H](CN(C2)C(=O)N)C1)C(=O)N1CC=2C=C(C=NC2CC1)C(F)(F)F ((3aR,5R,6aR)-5-amino-3a-(3-(trifluoromethyl)-5,6,7,8-tetrahydro-1,6-naphthyridine-6-carbonyl)hexahydrocyclopenta[c]pyrrol-2(1H)-carboxamide trifluoroacetate). As a reaction SMILES: C(OC(=O)[NH:7][C@@H:8]1[CH2:17][C@H:11]2[CH2:12][N:13]([C:15]#[N:16])[CH2:14][C@@:10]2([C:18]([N:20]2[CH2:29][CH2:28][C:27]3[N:26]=[CH:25][C:24]([C:30]([F:33])([F:32])[F:31])=[CH:23][C:22]=3[CH2:21]2)=[O:19])[CH2:9]1)(C)(C)C.[C:35]([OH:41])([C:37]([F:40])([F:39])[F:38])=[O:36]>C(Cl)Cl>[F:38][C:37]([F:40])([F:39])[C:35]([OH:41])=[O:36].[NH2:7][C@@H:8]1[CH2:17][C@H:11]2[CH2:12][N:13]([C:15]([NH2:16])=[O:36])[CH2:14][C@@:10]2([C:18]([N:20]2[CH2:29][CH2:28][C:27]3[N:26]=[CH:25][C:24]([C:30]([F:31])([F:33])[F:32])=[CH:23][C:22]=3[CH2:21]2)=[O:19])[CH2:9]1 |f:3.4|. Procedure: A solution of the product from Step A (0.19 g, 0.396 mmol) in TFA (1.5 mL) and DCM (1.5 mL) was stirred at rt for 1.5 h. Concentration by rotary evaporation was followed by dilution with DCM and additional evaporation to give the product as a TFA salt. LC/MS: C18H22F3N5O2: m/z 398.3 (M+H). Starting materials: FC1(CCC(CC1)CNC(=O)C=1C=2C=CC(=NC2C=CC1Cl)Cl)F (2,6-dichloro-quinoline-5-carboxylic acid (4,4-difluoro-cyclohexyl methyl)-amide), C1(=CCCCC1)B(O)O (cyclohexene-1-yl-boronic acid), C([O-])([O-])=O.[Cs+].[Cs+] (cesium carbonate). Reagents/catalysts: C=1C=CC(=CC1)[P](C=2C=CC=CC2)(C=3C=CC=CC3)[Pd]([P](C=4C=CC=CC4)(C=5C=CC=CC5)C=6C=CC=CC6)([P](C=7C=CC=CC7)(C=8C=CC=CC8)C=9C=CC=CC9)[P](C=1C=CC=CC1)(C=1C=CC=CC1)C=1C=CC=CC1 (tetrakis(triphenylphosphine)palladium). Yields the product FC1(CCC(CC1)CNC(=O)C=1C=2C=CC(=NC2C=CC1C1=CCCCC1)C1=CCCCC1)F (2,6-Di-cyclohex-1-enylquinoline-5-carboxylic acid (4,4-difluoro-cyclohexyl methyl)-amide). Reaction SMILES: [F:1][C:2]1([F:24])[CH2:7][CH2:6][CH:5]([CH2:8][NH:9][C:10]([C:12]2[C:13]3[CH:14]=[CH:15][C:16](Cl)=[N:17][C:18]=3[CH:19]=[CH:20][C:21]=2Cl)=[O:11])[CH2:4][CH2:3]1.[C:25]1(B(O)O)[CH2:30][CH2:29][CH2:28][CH2:27][CH:26]=1.C(=O)([O-])[O-].[Cs+].[Cs+]>C1C=CC([P]([Pd]([P](C2C=CC=CC=2)(C2C=CC=CC=2)C2C=CC=CC=2)([P](C2C=CC=CC=2)(C2C=CC=CC=2)C2C=CC=CC=2)[P](C2C=CC=CC=2)(C2C=CC=CC=2)C2C=CC=CC=2)(C2C=CC=CC=2)C2C=CC=CC=2)=CC=1>[F:1][C:2]1([F:24])[CH2:7][CH2:6][CH:5]([CH2:8][NH:9][C:10]([C:12]2[C:13]3[CH:14]=[CH:15][C:16]([C:2]4[CH2:7][CH2:6][CH2:5][CH2:4][CH:3]=4)=[N:17][C:18]=3[CH:19]=[CH:20][C:21]=2[C:25]2[CH2:30][CH2:29][CH2:28][CH2:27][CH:26]=2)=[O:11])[CH2:4][CH2:3]1 |f:2.3.4,^1:43,45,64,83|. Procedure: The title compound was synthesized according to the procedure described in example 125 using 2,6-dichloro-quinoline-5-carboxylic acid (4,4-difluoro-cyclohexyl methyl)-amide, cyclohexene-1-yl-boronic acid, cesium carbonate and tetrakis(triphenylphosphine)palladium (0). 1H NMR (400 MHz, DMSO-d6): δ 8.83 (t, J=5.9 Hz, 1H), 7.89-8.00 (m, 3H), 7.73-7.76 (m, 1H), 6.91 (s, 1H), 3.27 (t, J=6.2 Hz, 2H), 2.65-2.66 (m, 2H), 2.31-2.32 (m, 2H), 1.86-2.01 (m, 2H), 1.74-1.76 (m, 3H), 1.65-1.67 (m, 6H), 1.27-1....